Dataset: the Open Reaction Database (ORD), a public repository of structured organic reaction records. Task: describe an organic reaction: reactants, conditions, products, and yield The reactants are C(C)(=O)N(C1CCCC1)C1=C(C=C(C(=O)O)C=C1)C (4-(N-acetyl-N-cyclopentylamino)-3-methylbenzoic acid), CN(C)C(=[N+](C)C)ON1C2=C(C=CC=C2)N=N1.[B-](F)(F)(F)F (TBTU), C(C)(C)N(CC)C(C)C (diisopropylethylamine), ClC1=CC2=C(NC(=N2)[C@H](CCSC)N)C=C1 ((1S)-1-(5-chloro-1H-benzimidazol-2-yl)-3-methylsulfanylpropylamine), ClCCl.C(C)O (dichloromethane ethanol), C26H31ClN4O2S, ClCl (chlorine), ClCl (chlorine). Run in O1CCCC1 (tetrahydrofuran). The product is C(C)(=O)N(C1CCCC1)C1=C(C=C(C(=O)N[C@H](C(C)S)C2=NC3=C(N2)C=CC(=C3)Cl)C=C1)C (4-(N-acetyl-N-cyclopentylamino)-N-[(1S)-1-(5-chloro-1H-benzimidazol-2-yl)-2-methyl-sulfanylethyl]-3-methylbenzamide). The yield is 9.0%. As a reaction SMILES: [C:1]([N:4]([C:10]1[CH:18]=[CH:17][C:13]([C:14]([OH:16])=O)=[CH:12][C:11]=1[CH3:19])[CH:5]1[CH2:9][CH2:8][CH2:7][CH2:6]1)(=[O:3])[CH3:2].CN(C(O[N:28]1N=[N:35][C:30]2[CH:31]=C[CH:33]=[CH:34][C:29]1=2)=[N+](C)C)C.[B-](F)(F)(F)F.C([N:45](C(C)C)CC)(C)C.ClC1C=CC2NC([C@@H](N)[CH2:60][CH2:61][S:62]C)=NC=2C=1.ClCl.Cl[CH2:70][Cl:71].[CH2:72](O)[CH3:73]>O1CCCC1>[C:1]([N:4]([C:10]1[CH:18]=[CH:17][C:13]([C:14]([NH:45][C@@H:72]([C:73]2[NH:28][C:29]3[CH:34]=[CH:33][C:70]([Cl:71])=[CH:31][C:30]=3[N:35]=2)[CH:61]([SH:62])[CH3:60])=[O:16])=[CH:12][C:11]=1[CH3:19])[CH:5]1[CH2:6][CH2:7][CH2:8][CH2:9]1)(=[O:3])[CH3:2] |f:1.2,6.7|. Procedure: Prepared analogously to Example 1g from 4-(N-acetyl-N-cyclopentylamino)-3-methylbenzoic acid, TBTU, diisopropylethylamine, and (1S)-1-(5-chloro-1H-benzimidazol-2-yl)-3-methylsulfanylpropylamine in tetrahydrofuran. Yield: 9%; Rf value: 0.68 (silica gel: dichloromethane/ethanol=9:1); C26H31ClN4O2S (499.076); mass spectrum: (M+H)+=499/501 (chlorine isotope) and (M−H)−=497/499 (chlorine isotope). Reactants: [Na] (sodium), NC1=NC(=NC=2N(C(C=NC12)=O)[C@H]1C[C@H](OC(C2=CC=C(C=C2)Cl)=O)[C@H](O1)COC(C1=CC=C(C=C1)Cl)=O)C1=CC=CC=C1 (4-Amino-2-phenyl-8-[2-deoxy-3,5-di-O-(4-chlorobenzoyl)-β-D-ribofuranosyl]-pteridine-7-one), CC(=O)O (AcOH). Solvent: CO (methanol). Run at time 1 hour. The product is NC1=NC(=NC=2N(C(C=NC12)=O)[C@H]1C[C@H](O)[C@H](O1)CO)C1=CC=CC=C1 (4-Amino-2-phenyl-8-(2-deoxy-β-D-ribofuranosyl)pteridine- 7-one). Isolated yield 90.9%. As a reaction SMILES: [Na].[NH2:2][C:3]1[C:12]2[N:11]=[CH:10][C:9](=[O:13])[N:8]([C@@H:14]3[O:28][C@H:27]([CH2:29][O:30]C(=O)C4C=CC(Cl)=CC=4)[C@@H:16]([O:17]C(=O)C4C=CC(Cl)=CC=4)[CH2:15]3)[C:7]=2[N:6]=[C:5]([C:40]2[CH:45]=[CH:44][CH:43]=[CH:42][CH:41]=2)[N:4]=1.CC(O)=O>CO>[NH2:2][C:3]1[C:12]2[N:11]=[CH:10][C:9](=[O:13])[N:8]([C@@H:14]3[O:28][C@H:27]([CH2:29][OH:30])[C@@H:16]([OH:17])[CH2:15]3)[C:7]=2[N:6]=[C:5]([C:40]2[CH:45]=[CH:44][CH:43]=[CH:42][CH:41]=2)[N:4]=1 |^1:0|. Procedure details: To a solution of 10 mg of sodium in 50 mL of anhydrous methanol was added 0.632 g (1 mmol) of 4-amino-2-phenyl-8-[2-deoxy-3,5-di-O-(4-chlorophenyl)-βD-ribofuranosyl]pteridine-7-one (4). The solution was stirred at room temperature for 1 hour. The solution was then neutralized by the addition of AcOH and then evaporated. The residue was re, crystallized from methanol/H2O to give 5 as 0.323 g (91% yield) of colorless crystals (m.p. 169°-172° C.). The reactants are O=C1C=C(Br)C2CCC1C2, COCCOCc1nc(C(F)(F)F)ccc1C(=O)O, CCN(C(C)C)C(C)C, Clc1ccccc1. Product: COCCOCc1nc(C(F)(F)F)ccc1C(=O)OC1=CC(=O)C2CCC1C2. RXN SMILES: [Br:1][C:2]1=[CH:3][C:4](=[O:10])[CH:5]2[CH2:6][CH2:7][CH:8]1[CH2:9]2.[CH3:11][O:12][CH2:13][CH2:14][O:15][CH2:16][c:17]1[c:18]([C:19](=[O:20])[OH:21])[cH:22][cH:23][c:24]([C:26]([F:27])([F:28])[F:29])[n:25]1.[CH:30]([N:31]([CH2:32][CH3:33])[CH:34]([CH3:35])[CH3:36])([CH3:37])[CH3:38].[Cl:39][c:40]1[cH:41][cH:42][cH:43][cH:44][cH:45]1>>[C:2]1([O:21][C:19]([c:18]2[c:17]([CH2:16][O:15][CH2:14][CH2:13][O:12][CH3:11])[n:25][c:24]([C:26]([F:27])([F:28])[F:29])[cH:23][cH:22]2)=[O:20])=[CH:3][C:4](=[O:10])[CH:5]2[CH2:6][CH2:7][CH:8]1[CH2:9]2. The reactants are C(C=C)C1=C2CCC(N(C2=CC(=C1O)CC=C)CC(=O)OCC)=O (5,7-diallyl-1-(ethoxy-carbonylmethyl)-3,4-dihydro-6-hydroxy-2(1H)-quinolinone), O.N (ammonia water). Solvent: CO (methanol). Product: C(N)(=O)CN1C(CCC2=C(C(=C(C=C12)CC=C)O)CC=C)=O (1-(carbamoylmethyl)-5,7-diallyl-3,4-dihydro-6-hydroxy-2(1H)-quinolinone). The yield is 80.0%. Reaction SMILES: [CH2:1]([C:4]1[C:13]([OH:14])=[C:12]([CH2:15][CH:16]=[CH2:17])[CH:11]=[C:10]2[C:5]=1[CH2:6][CH2:7][C:8](=[O:24])[N:9]2[CH2:18][C:19](OCC)=[O:20])[CH:2]=[CH2:3].O.[NH3:26]>CO>[C:19]([CH2:18][N:9]1[C:10]2[C:5](=[C:4]([CH2:1][CH:2]=[CH2:3])[C:13]([OH:14])=[C:12]([CH2:15][CH:16]=[CH2:17])[CH:11]=2)[CH2:6][CH2:7][C:8]1=[O:24])(=[O:20])[NH2:26] |f:1.2|. Reported procedure: 1.65 Grams of 5,7-diallyl-1-(ethoxy-carbonylmethyl)-3,4-dihydro-6-hydroxy-2(1H)-quinolinone obtained in Example 57 was dissolved in 50 ml of methanol, then 20 ml of 25% ammonia water thereto, the reaction mixture was stirred for 24 hours. Then the reaction mixture was concentrated under reduced pressure. The concentrate was extracted with chloroform, washed with water, dried, then concentrated again under reduced pressure. Thus obtained crude crystals were subjected to purification by passing it... Starting materials: NC1=CC=C(C=C2C(NC3=NC=CC=C23)=O)C=C1 (3-(4-aminobenzylidene)-7-azaoxindol), S(=O)(=O)(C)Cl (mesylchloride), ice water. Solvent: N1=CC=CC=C1 (pyridine). Reaction conditions: time 5 hour. Yields the product S(=O)(=O)(C)NC1=CC=C(C=C1)C=C1C(NC2=NC=CC=C12)=O (3-[(4-mesylaminophenyl)methylene]-7-azaoxindole). The yield is 70.0%. As a reaction SMILES: [NH2:1][C:2]1[CH:18]=[CH:17][C:5]([CH:6]=[C:7]2[C:15]3[C:10](=[N:11][CH:12]=[CH:13][CH:14]=3)[NH:9][C:8]2=[O:16])=[CH:4][CH:3]=1.[S:19](Cl)([CH3:22])(=[O:21])=[O:20]>N1C=CC=CC=1>[S:19]([NH:1][C:2]1[CH:3]=[CH:4][C:5]([CH:6]=[C:7]2[C:15]3[C:10](=[N:11][CH:12]=[CH:13][CH:14]=3)[NH:9][C:8]2=[O:16])=[CH:17][CH:18]=1)([CH3:22])(=[O:21])=[O:20]. Procedure: To a stirred solution of 3-(4-aminobenzylidene)-7-azaoxindol (2.373 g, 10 mmol) in pyridine (10 ml) was added gradually mesylchloride (1.146 g, 10 mmol) at 0°-5° C. under cooling. The reaction mixture was stirred for about 5 h at 0°-5° C. and then for 15 h at room temperature. The mixture was poured onto an ice-water mixture, the precipitate filtered off, the residue washed thoroughly with water and then chromatographed on silica gel using CHC3 -MeOH mixtures as eluant. Thus pure title compound ...